From a dataset of the Open Reaction Database (ORD), a public repository of structured organic reaction records. describe an organic reaction: reactants, conditions, products, and yield The reactants are BrC1=CC=C(O1)C1=CC(=C(C(N1CC1=C(C=C(C=C1)F)F)=O)C#N)C(F)(F)F (6-(5-Bromo-furan-2-yl)-1-(2,4-difluoro-benzyl)-2-oxo-4-trifluoromethyl-1,2-dihydro-pyridine-3-carbonitrile), C(C)SC=1C=C(C=C(C1)C(F)(F)F)B1OC(C(O1)(C)C)(C)C (2-(3-Ethylsulfanyl-5-trifluoromethyl-phenyl)-4,4,5,5-tetramethyl-[1,3,2]dioxaborolane), C(=O)([O-])[O-].[K+].[K+] (K2CO3). Reagents/catalysts: C=1C=CC(=CC1)[P](C=2C=CC=CC2)(C=3C=CC=CC3)[Pd]([P](C=4C=CC=CC4)(C=5C=CC=CC5)C=6C=CC=CC6)([P](C=7C=CC=CC7)(C=8C=CC=CC8)C=9C=CC=CC9)[P](C=1C=CC=CC1)(C=1C=CC=CC1)C=1C=CC=CC1 (tetrakis(triphenylphosphine)palladium). The solvent is COCCOC.O (DME H2O). Conditions: temperature 85 celsius, time 16 hour. Product: FC1=C(CN2C(C(=C(C=C2C=2OC(=CC2)C2=CC(=CC(=C2)C(F)(F)F)SCC)C(F)(F)F)C#N)=O)C=CC(=C1)F (1-(2,4-difluoro-benzyl)-6-[5-(3-ethylsulfanyl-5-trifluoromethyl-phenyl)-furan-2-yl]-2-oxo-4-trifluoromethyl-1,2-dihydro-pyridine-3-carbonitrile). Yield: 56.2%. RXN SMILES: Br[C:2]1[O:6][C:5]([C:7]2[N:12]([CH2:13][C:14]3[CH:19]=[CH:18][C:17]([F:20])=[CH:16][C:15]=3[F:21])[C:11](=[O:22])[C:10]([C:23]#[N:24])=[C:9]([C:25]([F:28])([F:27])[F:26])[CH:8]=2)=[CH:4][CH:3]=1.[CH2:29]([S:31][C:32]1[CH:33]=[C:34](B2OC(C)(C)C(C)(C)O2)[CH:35]=[C:36]([C:38]([F:41])([F:40])[F:39])[CH:37]=1)[CH3:30].C([O-])([O-])=O.[K+].[K+]>COCCOC.O.C1C=CC([P]([Pd]([P](C2C=CC=CC=2)(C2C=CC=CC=2)C2C=CC=CC=2)([P](C2C=CC=CC=2)(C2C=CC=CC=2)C2C=CC=CC=2)[P](C2C=CC=CC=2)(C2C=CC=CC=2)C2C=CC=CC=2)(C2C=CC=CC=2)C2C=CC=CC=2)=CC=1>[F:21][C:15]1[CH:16]=[C:17]([F:20])[CH:18]=[CH:19][C:14]=1[CH2:13][N:12]1[C:7]([C:5]2[O:6][C:2]([C:34]3[CH:35]=[C:36]([C:38]([F:40])([F:39])[F:41])[CH:37]=[C:32]([S:31][CH2:29][CH3:30])[CH:33]=3)=[CH:3][CH:4]=2)=[CH:8][C:9]([C:25]([F:28])([F:27])[F:26])=[C:10]([C:23]#[N:24])[C:11]1=[O:22] |f:2.3.4,5.6,^1:67,69,88,107|. Reported procedure: 6-(5-Bromo-furan-2-yl)-1-(2,4-difluoro-benzyl)-2-oxo-4-trifluoromethyl-1,2-dihydro-pyridine-3-carbonitrile (310 mg, 0.7 mmoles), 2-(3-Ethylsulfanyl-5-trifluoromethyl-phenyl)-4,4,5,5-tetramethyl-[1,3,2]dioxaborolane (287 mg, 0.86 mmoles), tetrakis(triphenylphosphine)palladium (0) (81 mg, 0.07 mmoles), K2CO3 (450 mg, 3.3 mmoles) were combined in 12 ml of DME/H2O (9:1, degassed), and were stirred at 85° C. for 16 hours. After this period the reaction mix was evaporated and purified using flash sili... Starting materials: ClC1=C(C(=O)O)C=CC=C1F (2-chloro-3-fluorobenzoic acid), O1CCN(CC1)C(CN)C=1C=NC(=NC1)C(F)(F)F (2-morpholino-2-(2-(trifluoromethyl)pyrimidin-5-yl)ethanamine). Procedure details: From 2-chloro-3-fluorobenzoic acid and 2-morpholino-2-(2-(trifluoromethyl)pyrimidin-5-yl)ethanamine. Yields the product ClC1=C(C(=O)NCC(C=2C=NC(=NC2)C(F)(F)F)N2CCOCC2)C=CC=C1F (2-chloro-3-fluoro-N-(2-morpholino-2-(2-(trifluoromethyl)pyrimidin-5-yl)ethyl)benzamide). Reaction SMILES: [Cl:1][C:2]1[C:10]([F:11])=[CH:9][CH:8]=[CH:7][C:3]=1[C:4]([OH:6])=O.[O:12]1[CH2:17][CH2:16][N:15]([CH:18]([C:21]2[CH:22]=[N:23][C:24]([C:27]([F:30])([F:29])[F:28])=[N:25][CH:26]=2)[CH2:19][NH2:20])[CH2:14][CH2:13]1>>[Cl:1][C:2]1[C:10]([F:11])=[CH:9][CH:8]=[CH:7][C:3]=1[C:4]([NH:20][CH2:19][CH:18]([N:15]1[CH2:16][CH2:17][O:12][CH2:13][CH2:14]1)[C:21]1[CH:26]=[N:25][C:24]([C:27]([F:29])([F:30])[F:28])=[N:23][CH:22]=1)=[O:6]. Procedure: The starting material is prepared as follows: To the stirring mixture of 244 g of p-hydroxybenzaldehyde, 360 g of potassium carbonate, 32 g of potassium iodide, 1.2 lt of 95% aqueous ethanol and 160 ml of water is added slowly 367 g of m-chlorobenzyl chloride. The mixture is stirred at reflux for four hours, cooled to 80° and 2 lt of warm water are added while stirring. The mixture is cooled, the precipitate collected, washed with water and recrystallized from methanol, to afford the 4-(3-chloro... Run in O (water), O (water), C(C)O (ethanol). As a reaction SMILES: [OH:1][C:2]1[CH:9]=[CH:8][C:5]([CH:6]=[O:7])=[CH:4][CH:3]=1.C(=O)([O-])[O-].[K+].[K+].[I-].[K+].[Cl:18][C:19]1[CH:20]=[C:21]([CH:24]=[CH:25][CH:26]=1)[CH2:22]Cl>O.C(O)C>[Cl:18][C:19]1[CH:20]=[C:21]([CH:24]=[CH:25][CH:26]=1)[CH2:22][O:1][C:2]1[CH:9]=[CH:8][C:5]([CH:6]=[O:7])=[CH:4][CH:3]=1 |f:1.2.3,4.5|. Reactants: ClC=1C=C(CCl)C=CC1 (m-chlorobenzyl chloride), OC1=CC=C(C=O)C=C1 (p-hydroxybenzaldehyde), C([O-])([O-])=O.[K+].[K+] (potassium carbonate), [I-].[K+] (potassium iodide). Yields the product ClC=1C=C(COC2=CC=C(C=O)C=C2)C=CC1 (4-(3-chlorobenzyloxy)-benzaldehyde). Starting materials: COC=1C=C(C=CC1OC)NN (3,4-dimethoxyphenylhydrazine), Cl (HCl), ClC1=CC=C2C(C(=C(NC2=C1)C(=O)Cl)C(=O)OC)=O (7-Chloro-3-methoxycarbonyl-4-oxo-1,4-dihydroquinoline-2-carbonyl chloride), Ice water. Run in O1CCCC1 (tetrahydrofuran), O1CCCC1 (tetrahydrofuran). Yields the product ClC=1C=CC=2C(C3=C(NC2C1)C(=NN(C3=O)C3=CC(=C(C=C3)OC)OC)O)=O (7-Chloro-4-hydroxy-2-(3,4-dimethoxyphenyl)-1,2,5,10-tetrahydropyridazino[4,5-b]quinoline-1,10-dione). The yield is 10.5%. RXN SMILES: [Cl:1][C:2]1[CH:11]=[C:10]2[C:5]([C:6](=[O:19])[C:7]([C:15]([O:17]C)=O)=[C:8]([C:12](Cl)=[O:13])[NH:9]2)=[CH:4][CH:3]=1.[CH3:20][O:21][C:22]1[CH:23]=[C:24]([NH:30][NH2:31])[CH:25]=[CH:26][C:27]=1[O:28][CH3:29].Cl>O1CCCC1>[Cl:1][C:2]1[CH:3]=[CH:4][C:5]2[C:6](=[O:19])[C:7]3[C:15](=[O:17])[N:30]([C:24]4[CH:25]=[CH:26][C:27]([O:28][CH3:29])=[C:22]([O:21][CH3:20])[CH:23]=4)[N:31]=[C:12]([OH:13])[C:8]=3[NH:9][C:10]=2[CH:11]=1. Procedure details: 7-Chloro-3-methoxycarbonyl-4-oxo-1,4-dihydroquinoline-2-carbonyl chloride (7.00 g, 23.3 mM) was dissolved in tetrahydrofuran (210 mL) and added dropwise over 20 minutes to a cold (0° C.) solution of 3,4-dimethoxyphenylhydrazine (9.80 g, 58.3 mM) in tetrahydrofuran (420 mL)with stirring. The resulting brown suspension was stirred at 0° C. for 30 minutes and at room temperature for 2 hours. Ice/water slurry (450 mL) was added to the reaction mixture followed by 1N HCl (1.2 L) and the brown suspens... Reactants: [Na] (sodium), C(C)(=O)OCCC12CC3=CC(=C(C(=C3C2=CC(CC1)=O)Cl)Cl)OCC#N ({[9a-(2-acetoxyethyl)-5,6-dichloro-3-oxo-2,3,9,9a-tetrahydro-1H-fluoren-7-yl)oxy]acetonitrile), [Cl-].[NH4+] (ammonium chloride). Solvent: CO (methanol). Conditions: time 4 hour. The product is Cl.C(C)(=O)OCCC12CC3=CC(=C(C(=C3C2=CC(CC1)=O)Cl)Cl)OCC(N)=N ({[9a-(2-acetoxyethyl)-5,6-dichloro-3-oxo-2,3,9,9a-tetrahydro-1H-fluoren-7-yl]oxy}ethanimidamide hydrochloride). As a reaction SMILES: [Na].[C:2]([O:5][CH2:6][CH2:7][C:8]12[CH2:20][CH2:19][C:18](=[O:21])[CH:17]=[C:16]1[C:15]1[C:10](=[CH:11][C:12]([O:24][CH2:25][C:26]#[N:27])=[C:13]([Cl:23])[C:14]=1[Cl:22])[CH2:9]2)(=[O:4])[CH3:3].[Cl-].[NH4+:29]>CO>[ClH:22].[C:2]([O:5][CH2:6][CH2:7][C:8]12[CH2:20][CH2:19][C:18](=[O:21])[CH:17]=[C:16]1[C:15]1[C:10](=[CH:11][C:12]([O:24][CH2:25][C:26](=[NH:29])[NH2:27])=[C:13]([Cl:23])[C:14]=1[Cl:22])[CH2:9]2)(=[O:4])[CH3:3] |f:2.3,5.6,^1:0|. Reported procedure: To a solution of sodium metal (0.116 g) in methanol (180 ml) was added {[9a-(2-acetoxyethyl)-5,6-dichloro-3-oxo-2,3,9,9a-tetrahydro-1H-fluoren-7-yl)oxy]acetonitrile (7.2 g, 18.3 mMole). The reaction mixture was stirred for 11/4 hours in a nitrogen atmosphere then treated with ammonium chloride (2.0 g, 37 mMole) and stirring was continued for 21/2 hours. The methanol was evaporated in vacuo, the residue dissolved in water, treated with 10N NaOH (10 ml), extracted with diethyl ether (100 ml) and t... The reactants are Cl.C1(=CC=CC=C1)CCN1CCC2(CNC(CO2)=O)CC1 (9-(2-phenylethyl)-1-oxa-4,9-diazaspiro[5.5]undecan-3-one hydrochloride salt), [OH-].[NH4+] (ammonium hydroxide). Solvent: O (water). Yields the product C1(=CC=CC=C1)CCN1CCC2(CNC(CO2)=O)CC1 (9-(2-phenylethyl)-1-oxa-4,9-diazaspiro-[5.5]undecan-3-one). Yield: 97.1%. RXN SMILES: Cl.[C:2]1([CH2:8][CH2:9][N:10]2[CH2:21][CH2:20][C:13]3([O:18][CH2:17][C:16](=[O:19])[NH:15][CH2:14]3)[CH2:12][CH2:11]2)[CH:7]=[CH:6][CH:5]=[CH:4][CH:3]=1.[OH-].[NH4+]>O>[C:2]1([CH2:8][CH2:9][N:10]2[CH2:11][CH2:12][C:13]3([O:18][CH2:17][C:16](=[O:19])[NH:15][CH2:14]3)[CH2:20][CH2:21]2)[CH:7]=[CH:6][CH:5]=[CH:4][CH:3]=1 |f:0.1,2.3|. Reported procedure: A solution of 3.5 g of 9-(2-phenylethyl)-1-oxa-4,9-diazaspiro[5.5]undecan-3-one hydrochloride salt in water (50 ml) was adjusted to pH 12 with ammonium hydroxide solution and extracted with methylene chloride. The methylene chloride was evaporated to afford 3 g of 9-(2-phenylethyl)-1-oxa-4,9-diazaspiro-[5.5]undecan-3-one as the free base, m.p. 140°-141° C.